Dataset: the Open Reaction Database (ORD), a public repository of structured organic reaction records. Task: describe an organic reaction: reactants, conditions, products, and yield Reaction SMILES: [BrH:1].[CH3:25][CH2:26][OH:27].[K+:24].[NH:2]([C:3](=[NH:4])[NH2:5])[c:6]1[s:7][cH:8][c:9](-[c:11]2[cH:12][c:13]([NH:17][C:18](=[O:19])[O:20][CH2:21][CH3:22])[cH:14][cH:15][cH:16]2)[n:10]1.[OH-:23]>>[NH:2]([C:3](=[NH:4])[NH2:5])[c:6]1[s:7][cH:8][c:9](-[c:11]2[cH:12][c:13]([NH2:17])[cH:14][cH:15][cH:16]2)[n:10]1. Yields the product N=C(N)Nc1nc(-c2cccc(N)c2)cs1. The reactants are Br, CCO, [K+], CCOC(=O)Nc1cccc(-c2csc(NC(=N)N)n2)c1, [OH-]. Reactants: C(C)(C)(C)OC(=O)N1CC(C=2C3=C(C(=CC12)[N+](=O)[O-])C=CC=C3)CCl (3-(tert-butyloxycarbonyl)-1-chloromethyl-5-nitro-1,2-dihydro-3H-benz[e]indole), Cl.CN(CCOC=1C=C2C=C(NC2=CC1)C(=O)O)C (5-[2-(dimethylamino)ethoxy]indole-2-carboxylic acid hydrochloride), CCN=C=NCCCN(C)C.Cl (EDCI.HCl). The solvent is CC(=O)N(C)C (DMA). Product: ClCC1CN(C=2C=C(C3=C(C12)C=CC=C3)[N+](=O)[O-])C(=O)C=3NC1=CC=C(C=C1C3)OCCN(C)C (1-(chloromethyl)-3-[[5-[2-(dimethylamino)ethoxy]indol-2-yl]carbonyl]-5-nitro-1,2-dihydro-3H-benz[e]indole). Isolated yield 66.8%. As a reaction SMILES: C(O[C:6]([N:8]1[C:16]2[CH:15]=[C:14]([N+:17]([O-:19])=[O:18])[C:13]3[CH:20]=[CH:21][CH:22]=[CH:23][C:12]=3[C:11]=2[CH:10]([CH2:24][Cl:25])[CH2:9]1)=[O:7])(C)(C)C.Cl.[CH3:27][N:28]([CH3:44])[CH2:29][CH2:30][O:31][C:32]1[CH:33]=[C:34]2[C:38](=[CH:39][CH:40]=1)[NH:37][C:36](C(O)=O)=[CH:35]2.CCN=C=NCCCN(C)C.Cl>CC(N(C)C)=O>[Cl:25][CH2:24][CH:10]1[C:11]2[C:12]3[CH:23]=[CH:22][CH:21]=[CH:20][C:13]=3[C:14]([N+:17]([O-:19])=[O:18])=[CH:15][C:16]=2[N:8]([C:6]([C:36]2[NH:37][C:38]3[C:34]([CH:35]=2)=[CH:33][C:32]([O:31][CH2:30][CH2:29][N:28]([CH3:44])[CH3:27])=[CH:40][CH:39]=3)=[O:7])[CH2:9]1 |f:1.2,3.4|. Procedure: Deprotection of 13 (260 mg, 0.72 mmol) as in Example C, the reaction of the product with the above 5-[2-(dimethylamino)ethoxy]indole-2-carboxylic acid hydrochloride (210 mg, 0.74 mmol), EDCI.HCl (345 mg, 1.80 mmol) and DMA (3 mL) gave crude material that was purified by precipitation from a CH2Cl2 solution at 20° C. with iPr2O (2×) to give 14e (237 mg, 67%), mp 224-227° C. 1H NMR [(CD3)2SO] δ 11.72 (d, J=1.5 Hz, 1 H, NH), 9.16 (s, 1 H, H-4), 8.35 (dd, J=7.2, 2.5 Hz, 1 H, H-6), 8.23 (dd, J=6.9, 2... Reactants: [Cl-].[Zn+2].[Cl-] (zinc chloride), C(CCC(=O)O)(=O)O.C(CCC(=O)O)(=O)O.C(CN)N (ethylenediamine disuccinic acid). The solvent is [OH-].[Na+] (NaOH), O (water), O (water), [OH-].[Na+] (NaOH). The product is [Zn] (zinc), C(CCC(=O)O)(=O)O.C(CCC(=O)O)(=O)O.C(CN)N (ethylenediamine disuccinic acid), final solution. RXN SMILES: [C:1]([OH:8])(=[O:7])[CH2:2][CH2:3][C:4]([OH:6])=[O:5].[C:9]([OH:16])(=[O:15])[CH2:10][CH2:11][C:12]([OH:14])=[O:13].[CH2:17]([NH2:20])[CH2:18][NH2:19].[Cl-].[Zn+2:22].[Cl-]>O.[OH-].[Na+]>[Zn:22].[C:1]([OH:8])(=[O:7])[CH2:2][CH2:3][C:4]([OH:6])=[O:5].[C:9]([OH:16])(=[O:15])[CH2:10][CH2:11][C:12]([OH:14])=[O:13].[CH2:17]([NH2:20])[CH2:18][NH2:19] |f:0.1.2,3.4.5,7.8,10.11.12|. Procedure details: The zinc chelate of ethylenediamine disuccinic acid is prepared by dissolving 0.0055 moles (1.64 g) of ethylenediamine disuccinic acid in 6.0 grams of deionized water and 3.2 grams of 25 percent NaOH (sodium hydroxide). A sample, 0.005 moles (0.68 g), of zinc chloride is added with stirring. The final pH is adjusted with 25 percent aqueous NaOH solution to a pH of 7.6 and deionized water is added to obtain a final solution containing 2.8 percent chelated zinc. Reactants: ClCCl (dichloromethane), ClC1=CC=CC(=N1)C(=O)N1C(CN(CC1)C(=O)OC(C)(C)C)COC=1C=NC=CC1 (tert-butyl 4-(6-chloropicolinoyl)-3-((pyridin-3-yloxy)methyl)piperazine-1-carboxylate), C1(=CC=CC=C1)B(O)O (benzeneboronic acid), C([O-])([O-])=O.[Na+].[Na+] (sodium carbonate). Solvent: C1(=CC=CC=C1)C (toluene), O1CCOCC1 (1,4-dioxane), O (water). Run at temperature 80 celsius. Product: C1(=CC=CC=C1)C1=CC=CC(=N1)C(=O)N1C(CN(CC1)C(=O)OC(C)(C)C)COC=1C=NC=CC1 (tert-butyl 4-(6-phenylpicolinoyl)-3-((pyridin-3-yloxy)methyl)piperazine-1-carboxylate). Reaction SMILES: ClCCl.Cl[C:5]1[N:10]=[C:9]([C:11]([N:13]2[CH2:18][CH2:17][N:16]([C:19]([O:21][C:22]([CH3:25])([CH3:24])[CH3:23])=[O:20])[CH2:15][CH:14]2[CH2:26][O:27][C:28]2[CH:29]=[N:30][CH:31]=[CH:32][CH:33]=2)=[O:12])[CH:8]=[CH:7][CH:6]=1.[C:34]1(B(O)O)[CH:39]=[CH:38][CH:37]=[CH:36][CH:35]=1.C(=O)([O-])[O-].[Na+].[Na+]>C1(C)C=CC=CC=1.O1CCOCC1.O>[C:34]1([C:5]2[N:10]=[C:9]([C:11]([N:13]3[CH2:18][CH2:17][N:16]([C:19]([O:21][C:22]([CH3:25])([CH3:24])[CH3:23])=[O:20])[CH2:15][CH:14]3[CH2:26][O:27][C:28]3[CH:29]=[N:30][CH:31]=[CH:32][CH:33]=3)=[O:12])[CH:8]=[CH:7][CH:6]=2)[CH:39]=[CH:38][CH:37]=[CH:36][CH:35]=1 |f:3.4.5|. Procedure: [1,1′-bis(diphenylphosphino)ferrocene]-dichloropalladium(II) complex with dichloromethane (1:1) (10 mg, 0.012 mmol) was added to a mixture of tert-butyl 4-(6-chloropicolinoyl)-3-((pyridin-3-yloxy)methyl)piperazine-1-carboxylate (100 mg, 0.231 mmol), benzeneboronic acid (56 mg, 0.46 mmol) and sodium carbonate (49 mg, 0.46 mmol) in toluene (4 mL), 1,4-dioxane (1 mL), and water (1 mL). The reaction mixture was heated to 80° C. overnight. Upon cooling to room temperature, the reaction mixture was fi... Reactants: COc1ccc2c(OC3CC4C(=O)NC5(C(=O)O)CC5C=CCCCCCCC(=O)N4C3)cc(-c3nccs3)nc2c1, COc1ccc2c(OC3CC4C(=O)NC5(C(=O)NS(=O)(=O)C6CC6)CC5C=CCCCCCCC(=O)N4C3)cc(-c3nc(C(C)C)cs3)nc2c1. The product is COc1ccc2c(OC3CC4C(=O)NC5(C(=O)NS(=O)(=O)C6CC6)CC5C=CCCCCCCC(=O)N4C3)cc(-c3nccs3)nc2c1. As a reaction SMILES: [CH3:1][O:2][c:3]1[cH:4][c:5]2[c:6]([c:7]([O:8][CH:9]3[CH2:10][CH:11]4[N:12]([C:13](=[O:14])[CH2:15][CH2:16][CH2:17][CH2:18][CH2:19][CH2:20][CH:21]=[CH:22][CH:23]5[C:24]([C:25]([OH:26])=[O:27])([NH:28][C:29]4=[O:30])[CH2:31]5)[CH2:32]3)[cH:33][c:34](-[c:35]3[s:36][cH:37][cH:38][n:39]3)[n:40]2)[cH:41][cH:42]1.[CH:43]([CH3:44])([CH3:45])[c:46]1[n:47][c:48](-[c:51]2[n:52][c:53]3[cH:54][c:55]([O:92][CH3:93])[cH:56][cH:57][c:58]3[c:59]([O:61][CH:62]3[CH2:63][N:64]4[C:65](=[O:91])[CH2:66][CH2:67][CH2:68][CH2:69][CH2:70][CH2:71][CH:72]=[CH:73][CH:74]5[CH2:75][C:76]5([C:82](=[O:83])[NH:84][S:85](=[O:86])(=[O:87])[CH:88]5[CH2:89][CH2:90]5)[NH:77][C:78](=[O:81])[CH:79]4[CH2:80]3)[cH:60]2)[s:49][cH:50]1>>[cH:46]1[n:47][c:48](-[c:51]2[n:52][c:53]3[cH:54][c:55]([O:92][CH3:93])[cH:56][cH:57][c:58]3[c:59]([O:61][CH:62]3[CH2:63][N:64]4[C:65](=[O:91])[CH2:66][CH2:67][CH2:68][CH2:69][CH2:70][CH2:71][CH:72]=[CH:73][CH:74]5[CH2:75][C:76]5([C:82](=[O:83])[NH:84][S:85](=[O:86])(=[O:87])[CH:88]5[CH2:89][CH2:90]5)[NH:77][C:78](=[O:81])[CH:79]4[CH2:80]3)[cH:60]2)[s:49][cH:50]1. Starting materials: ClC=1OC2=C(N1)C=CC=C2 (2-chlorobenzoxazole), OCCN1CCNCC1 (1-(2 -hydroxyethyl)piperazine). Solvent: CN(C)C=O (DMF). Reaction conditions: time 1 hour. Yields the product OCCN1CCN(CC1)C=1OC2=C(N1)C=CC=C2 (2-[4-(2-Hydoxyethyl)-1-piperazinyl]benzoxazole). As a reaction SMILES: Cl[C:2]1[O:3][C:4]2[CH:10]=[CH:9][CH:8]=[CH:7][C:5]=2[N:6]=1.[OH:11][CH2:12][CH2:13][N:14]1[CH2:19][CH2:18][NH:17][CH2:16][CH2:15]1>CN(C=O)C>[OH:11][CH2:12][CH2:13][N:14]1[CH2:19][CH2:18][N:17]([C:2]2[O:3][C:4]3[CH:10]=[CH:9][CH:8]=[CH:7][C:5]=3[N:6]=2)[CH2:16][CH2:15]1. Reported procedure: A 300 mg portion of 2-chlorobenzoxazole was dissolved in 2 ml of DMF. Under cooling with ice, 279 mg of 1-(2 -hydroxyethyl)piperazine was added to the thus prepared solution, and the reaction was carried out for 1 hour at the same temperature and then for 24 hours at room temperature. The reaction solution was concentrated under a reduced pressure, and the resulting residue was dissolved in 100 ml of ethyl acetate and washed with sodium hydrogencarbonate aqueous solution (pH 8) and then with wat...